From a dataset of the Open Reaction Database (ORD), a public repository of structured organic reaction records. describe an organic reaction: reactants, conditions, products, and yield Reactants: C(C1=CC=CC=C1)Cl (benzyl chloride), O (Water), tris(dimethylamino)[tris(dimethylamino)phosphoranilideneamino]phosphonium, CO (methanol). The solvent is C1=CC=CC=C1 (benzene). Yields the product COCC1=CC=CC=C1 (benzyl methyl ether). The yield is 93.0%. As a reaction SMILES: [CH2:1](Cl)[C:2]1[CH:7]=[CH:6][CH:5]=[CH:4][CH:3]=1.[CH3:9][OH:10].O>C1C=CC=CC=1>[CH3:9][O:10][CH2:1][C:2]1[CH:7]=[CH:6][CH:5]=[CH:4][CH:3]=1. Procedure: To a solution of 1.57 g (10 mmol) of benzyl chloride in 40 ml of benzene, 5.57 g (15 mmol) of the tris(dimethylamino)[tris(dimethylamino)phosphoranilideneamino]phosphonium salt of methanol, said salt having had been synthesized in a similar manner as in Example 1, were added at 0° C., followed by a reaction at room temperature for 3 hours. Water (50 ml) was then added to the reaction mixture to terminate the reaction. An organic layer was separated, washed successively with 20 ml of water and 20... Starting materials: [H-].C(C(C)C)[Al+]CC(C)C (diisobutylaluminum hydride), COC=1C=C2C(=CC=NC2=CC1OC)OC1=C(C=C(C=C1)C)C(CCCCCCCCC(=O)OC)=O (Methyl 10-[2-(6,7-dimethoxy-quinolin-4-yloxy)-5-methyl-phenyl]-10-oxo-decanoate), O (Water). Solvent: O1CCCC1 (tetrahydrofuran). Run at time 5 hour. The product is COC=1C=C2C(=CC=NC2=CC1OC)OC1=C(C=C(C=C1)C)C(CCCCCCCCCO)O (1-[2-(6,7-Dimethoxy-quinolin-4-yloxy)-5-methyl-phenyl]-decane-1,10-diol). Isolated yield 12.9%. As a reaction SMILES: [CH3:1][O:2][C:3]1[CH:4]=[C:5]2[C:10](=[CH:11][C:12]=1[O:13][CH3:14])[N:9]=[CH:8][CH:7]=[C:6]2[O:15][C:16]1[CH:21]=[CH:20][C:19]([CH3:22])=[CH:18][C:17]=1[C:23](=[O:36])[CH2:24][CH2:25][CH2:26][CH2:27][CH2:28][CH2:29][CH2:30][CH2:31][C:32](OC)=[O:33].[H-].C([Al+]CC(C)C)C(C)C.O>O1CCCC1>[CH3:1][O:2][C:3]1[CH:4]=[C:5]2[C:10](=[CH:11][C:12]=1[O:13][CH3:14])[N:9]=[CH:8][CH:7]=[C:6]2[O:15][C:16]1[CH:21]=[CH:20][C:19]([CH3:22])=[CH:18][C:17]=1[CH:23]([OH:36])[CH2:24][CH2:25][CH2:26][CH2:27][CH2:28][CH2:29][CH2:30][CH2:31][CH2:32][OH:33] |f:1.2|. Procedure: Methyl 10-[2-(6,7-dimethoxy-quinolin-4-yloxy)-5-methyl-phenyl]-10-oxo-decanoate (40 mg) was dissolved in tetrahydrofuran (3 ml), 0.93 M diisobutylaluminum hydride (1 ml) was added to the solution at 0° C., and the mixture was stirred at room temperature for 5 hr. Water was added to the reaction solution, and the mixture was extracted with ethyl acetate. The ethyl acetate layer was then washed with water and was dried over anhydrous sodium sulfate. The solvent was removed by distillation under th... Starting materials: NC([C@@H](C)NC(OC(C)(C)C)=O)=S (tert-butyl [(1R)-2-amino-1-methyl-2-thioxoethyl]carbamate), ClCC(C)=O (chloroacetone). The solvent is C(C)O (ethanol). Reaction conditions: temperature 80 celsius, time 30 minute. The product is CC=1N=C(SC1)[C@@H](C)NC(OC(C)(C)C)=O (tert-butyl [(1R)-1-(4-methyl-1,3-thiazol-2-yl)ethyl]carbamate). RXN SMILES: [NH2:1][C:2](=[S:13])[C@H:3]([NH:5][C:6](=[O:12])[O:7][C:8]([CH3:11])([CH3:10])[CH3:9])[CH3:4].Cl[CH2:15][C:16](=O)[CH3:17]>C(O)C>[CH3:17][C:16]1[N:1]=[C:2]([C@H:3]([NH:5][C:6](=[O:12])[O:7][C:8]([CH3:9])([CH3:11])[CH3:10])[CH3:4])[S:13][CH:15]=1. Reported procedure: A mixture of tert-butyl [(1R)-2-amino-1-methyl-2-thioxoethyl]carbamate (100 mg, 0.49 mmol) with 3 equivalents of chloroacetone (0.135 g) in ethanol (1 mL) was heated at 80° C. for 2 h. After cooling, the solution was concentrated. The residue was dissolved in DCM (1 ml). To the solution was added TFA (1 mL). The mixture was stirred at RT for 30 min. The volatiles were removed under reduced pressure to yield desired product. The reactants are C(#C)C1=CC(=C(C=C1)C1(CC1)OCC1=CC=CC=C1)CC (1-ethynyl-4-(1-benzyloxycyclopropyl)-3-ethyl-benzene), C(#C)C1=CC(=C(C=C1)C1(CC1)OCC1=CC=CC=C1)CC (1-ethynyl-4-(1-benzyloxycyclopropyl)-3-ethyl-benzene), C(C1=CC=CC=C1)(=O)O.C(C)OC(C1=CC=C(C=C1)I)=O (ethyl-4-iodo-benzoate benzoate), C(C1=CC=CC=C1)(=O)O.C(C)OC(C1=CC=C(C=C1)I)=O (ethyl-4-iodo-benzoate benzoate). Reagents/catalysts: [Cu]I (copper(I)iodide), Cl[Pd]([P](C1=CC=CC=C1)(C2=CC=CC=C2)C3=CC=CC=C3)([P](C4=CC=CC=C4)(C5=CC=CC=C5)C6=CC=CC=C6)Cl (Dichlorobis(triphenylphosphine)palladium(II)). Run in C(C)N(CC)CC (triethylamine). Run at time 8 hour. The product is EtOAc-hexanes, C(C1=CC=CC=C1)OC1(CC1)C1=C(C=C(C=C1)C#CC1=CC=C(C(=O)OCC)C=C1)CC (Ethyl 4-[4-(1-benzyloxycyclopropyl)-3-ethyl-phenylethynyl]-benzoate). Yield: 71.4%. RXN SMILES: [C:1]([C:3]1[CH:8]=[CH:7][C:6]([C:9]2([O:12][CH2:13][C:14]3[CH:19]=[CH:18][CH:17]=[CH:16][CH:15]=3)[CH2:11][CH2:10]2)=[C:5]([CH2:20][CH3:21])[CH:4]=1)#[CH:2].C(O)(=O)C1C=CC=CC=1.[CH2:31]([O:33][C:34](=[O:42])[C:35]1[CH:40]=[CH:39][C:38](I)=[CH:37][CH:36]=1)[CH3:32]>C(N(CC)CC)C.[Cu]I.Cl[Pd](Cl)([P](C1C=CC=CC=1)(C1C=CC=CC=1)C1C=CC=CC=1)[P](C1C=CC=CC=1)(C1C=CC=CC=1)C1C=CC=CC=1>[CH2:13]([O:12][C:9]1([C:6]2[CH:7]=[CH:8][C:3]([C:1]#[C:2][C:38]3[CH:39]=[CH:40][C:35]([C:34]([O:33][CH2:31][CH3:32])=[O:42])=[CH:36][CH:37]=3)=[CH:4][C:5]=2[CH2:20][CH3:21])[CH2:11][CH2:10]1)[C:14]1[CH:15]=[CH:16][CH:17]=[CH:18][CH:19]=1 |f:1.2,^1:54,73|. Procedure details: Using General Procedure F; 1-ethynyl-4-(1-benzyloxycyclopropyl)-3-ethyl-benzene (Intermediate 90, 90.0 mg, 0.33 mmol) and ethyl-4-iodo benzoate (Reagent A, 100.0 mg, 0.36 mmol) in triethylamine (5 mL) was treated with copper(I)iodide (21.0 mg, 0.11 mmol) and sparged with argon for 5 minutes. Dichlorobis(triphenylphosphine)palladium(II) (77 mg, 0.11 mmol) was added and the reaction mixture was stirred overnight at room temperature. Column chromatography (2-4% EtOAc-hexanes) afforded 100.0 mg (72%... Reactants: CCOCC, CCCCCC, Cc1ccccc1N(C)C, [Li]CCCC. Yields the product [Li]Cc1ccccc1N(C)C. As a reaction SMILES: [CH2:22]([O:23][CH2:24][CH3:25])[CH3:26].[CH3:16][CH2:17][CH2:18][CH2:19][CH2:20][CH3:21].[CH3:6][N:7]([c:8]1[c:9]([CH3:14])[cH:10][cH:11][cH:12][cH:13]1)[CH3:15].[Li:1][CH2:2][CH2:3][CH2:4][CH3:5]>>[Li:1][CH2:14][c:9]1[c:8]([N:7]([CH3:6])[CH3:15])[cH:13][cH:12][cH:11][cH:10]1. Reactants: CCNCC, ClCCCl, C#CC(C)O, CN1Cc2c(I)ncn2-c2cccc(Cl)c2C1=O, [Cu]I. The product is CC(O)C#Cc1ncn2c1CN(C)C(=O)c1c(Cl)cccc1-2. Reaction SMILES: [CH2:24]([NH:25][CH2:26][CH3:27])[CH3:28].[CH2:29]([Cl:30])[CH2:31][Cl:32].[CH3:19][CH:20]([C:21]#[CH:22])[OH:23].[Cl:1][c:2]1[cH:3][cH:4][cH:5][c:6]2[c:7]1[C:8](=[O:18])[N:9]([CH3:17])[CH2:10][c:11]1[n:12]-2[cH:13][n:14][c:15]1[I:16].[Cu:33][I:34]>>[Cl:1][c:2]1[cH:3][cH:4][cH:5][c:6]2[c:7]1[C:8](=[O:18])[N:9]([CH3:17])[CH2:10][c:11]1[n:12]-2[cH:13][n:14][c:15]1[C:22]#[C:21][CH:20]([CH3:19])[OH:23].